Dataset: the Open Reaction Database (ORD), a public repository of structured organic reaction records. Task: describe an organic reaction: reactants, conditions, products, and yield The reactants are CN1C(N)=NC=2N(C=NC2C1=O)COC(CO)CO (1-Methyl-9-(1,3-dihydroxy-2-propoxymethyl) guanine), C(CCCCCCC)(=O)Cl (octanoyl chloride), C(Cl)Cl (Methylene chloride). The solvent is CN(C)C=O (DMF), CN(C)C=O (DMF). Run at time 8 hour. Product: CN1C(N)=NC=2N(C=NC2C1=O)COC(COC(CCCCCCC)=O)COC(CCCCCCC)=O (1-Methyl-9-(1,3-dioctanoyloxy-2-propoxymethyl)guanine). The yield is 80.5%. RXN SMILES: [CH3:1][N:2]1[C:11](=[O:12])[C:10]2[N:9]=[CH:8][N:7]([CH2:13][O:14][CH:15]([CH2:18][OH:19])[CH2:16][OH:17])[C:6]=2[N:5]=[C:3]1[NH2:4].[C:20](Cl)(=[O:28])[CH2:21][CH2:22][CH2:23][CH2:24][CH2:25][CH2:26][CH3:27].C(Cl)Cl>CN(C=O)C>[CH3:1][N:2]1[C:11](=[O:12])[C:10]2[N:9]=[CH:8][N:7]([CH2:13][O:14][CH:15]([CH2:18][O:19][C:20](=[O:28])[CH2:21][CH2:22][CH2:23][CH2:24][CH2:25][CH2:26][CH3:27])[CH2:16][O:17][C:20](=[O:28])[CH2:21][CH2:22][CH2:23][CH2:24][CH2:25][CH2:26][CH3:27])[C:6]=2[N:5]=[C:3]1[NH2:4]. Reported procedure: 1-Methyl-9-(1,3-dihydroxy-2-propoxymethyl) guanine (340 mg, 1.26 mmol) was suspended in dry DMF and dry pyridine (approximately 20 ml total) and evaporated to dryness. This process was repeated twice, the final time concentrating the suspension down to 10 ml. This suspension was cooled to 0°, under N2, and a solution of octanoyl chloride (822 mg, 5.05 mmol) in dry DMF (1 ml) was added. This reaction was stirred overnight at room temperature. Methylene chloride was then added and the mixture was ...